From a dataset of the Open Reaction Database (ORD), a public repository of structured organic reaction records. describe an organic reaction: reactants, conditions, products, and yield The reactants are amino acetal, C(C)OC(CCCN)OCC (4-amino butyraldehyde diethyl acetal), S(=O)(=O)(O)Cl.C (methane sulfochloride), ice water, Cl (hydrochloric acid). Solvent: O (water). The product is C(C)OC(CCCNS(=O)(=O)C)OCC (4-methane sulfonamido butyraldehyde diethyl acetal). Isolated yield 88.0%. RXN SMILES: [CH2:1]([O:3][CH:4]([O:9][CH2:10][CH3:11])[CH2:5][CH2:6][CH2:7][NH2:8])[CH3:2].[S:12](Cl)([OH:15])(=O)=[O:13].[CH4:17].Cl>O>[CH2:10]([O:9][CH:4]([O:3][CH2:1][CH3:2])[CH2:5][CH2:6][CH2:7][NH:8][S:12]([CH3:17])(=[O:15])=[O:13])[CH3:11] |f:1.2|. Procedure details: 48.2 g 4-amino butyraldehyde diethyl acetal are dissolved in 48.2 g water-free pyridine at 20° C. under stirring in a three-necked flask, equipped with a thermometer, reflux condenser, tap funnel and magnetic stirrer. Subsequently, the mixture is cooled to 10° to 15° C. by means of external cooling and at these temperatures 34,6 g methane sulfochloride is added drop-wise at such a rate that the temperature of the reaction mixture does not rise beyond the given range. Subsequently, the mixture is... The reactants are CO, COc1cnc2[nH]c(C(=CC3CCCC3)c3ccc(C(C)(C)O)cc3)cc2c1. Product: COc1cnc2[nH]c(C(CC3CCCC3)c3ccc(C(C)(C)O)cc3)cc2c1. As a reaction SMILES: [CH3:29][OH:30].[CH:1]1([CH:6]=[C:7]([c:8]2[cH:9][c:10]3[c:11]([n:12][cH:13][c:14]([O:16][CH3:17])[cH:15]3)[nH:18]2)[c:19]2[cH:20][cH:21][c:22]([C:25]([CH3:26])([CH3:27])[OH:28])[cH:23][cH:24]2)[CH2:2][CH2:3][CH2:4][CH2:5]1>>[CH:1]1([CH2:6][CH:7]([c:8]2[cH:9][c:10]3[c:11]([n:12][cH:13][c:14]([O:16][CH3:17])[cH:15]3)[nH:18]2)[c:19]2[cH:20][cH:21][c:22]([C:25]([CH3:26])([CH3:27])[OH:28])[cH:23][cH:24]2)[CH2:2][CH2:3][CH2:4][CH2:5]1. The reactants are CN(C)C(C(=O)C1=CC=C(C=C1)F)C (dimethylamino-(4-fluorophenyl)propan-1-one), N\C(=C/C(=O)OCC)\C (ethyl 3-aminocrotonate). Yields the product FC1=CC=C(C=C1)C1=NC(=C(C(=O)OCC)C=C1)C (Ethyl 6-(4-fluorophenyl)-2-methylnicotinate). Reaction SMILES: CN([CH:4]([CH3:14])[C:5]([C:7]1[CH:12]=[CH:11][C:10]([F:13])=[CH:9][CH:8]=1)=O)C.[NH2:15]/[C:16](/[CH3:23])=[CH:17]\[C:18]([O:20][CH2:21][CH3:22])=[O:19]>>[F:13][C:10]1[CH:9]=[CH:8][C:7]([C:5]2[CH:4]=[CH:14][C:17]([C:18]([O:20][CH2:21][CH3:22])=[O:19])=[C:16]([CH3:23])[N:15]=2)=[CH:12][CH:11]=1. Reported procedure: The title compound was prepared from dimethylamino-(4-fluorophenyl)propan-1-one and ethyl 3-aminocrotonate using the general procedure outlined in D18. MS (ES): MH+ 260.